This data is from the Open Reaction Database (ORD), a public repository of structured organic reaction records. The task is: describe an organic reaction: reactants, conditions, products, and yield Starting materials: CC(=O)O, O=C1COc2cc(F)c(-n3c(=O)cc(C(F)(F)F)[nH]c3=O)cc2N1, O=[N+]([O-])O. Product: O=C1COc2cc(F)c(-n3c(=O)cc(C(F)(F)F)[nH]c3=O)c([N+](=O)[O-])c2N1. Reaction SMILES: [CH3:29][C:30](=[O:31])[OH:32].[F:1][c:2]1[cH:3][c:4]2[c:5]([cH:11][c:12]1-[n:13]1[c:14](=[O:24])[nH:15][c:16]([C:20]([F:21])([F:22])[F:23])[cH:17][c:18]1=[O:19])[NH:6][C:7](=[O:10])[CH2:8][O:9]2.[OH:25][N+:26]([O-:27])=[O:28]>>[F:1][c:2]1[cH:3][c:4]2[c:5]([c:11]([N+:26](=[O:25])[O-:27])[c:12]1-[n:13]1[c:14](=[O:24])[nH:15][c:16]([C:20]([F:21])([F:22])[F:23])[cH:17][c:18]1=[O:19])[NH:6][C:7](=[O:10])[CH2:8][O:9]2. Starting materials: OC1=CC(=CC=2N(C(=NC21)C)C)C(=O)OC (methyl 4-hydroxy-1,2-dimethyl-1H-benzimidazole-6-carboxylate), ClC1CCOC2=CC=CC=C12 (4-chlorochromane), [H-].[Na+] (sodium hydride). Run in CN(C=O)C (N,N-dimethylformamide), CN(C=O)C (N,N-dimethylformamide), CN(C=O)C (N,N-dimethylformamide). Conditions: temperature 70 celsius, time 20 minute. Yields the product O1CCC(C2=CC=CC=C12)OC1=CC(=CC=2N(C(=NC21)C)C)C(=O)OC (Methyl 4-(3,4-dihydro-2H-chromen-4-yloxy)-1,2-dimethyl-1H-benzimidazole-6-carboxylate). The yield is 59.8%. RXN SMILES: [H-].[Na+].[OH:3][C:4]1[C:12]2[N:11]=[C:10]([CH3:13])[N:9]([CH3:14])[C:8]=2[CH:7]=[C:6]([C:15]([O:17][CH3:18])=[O:16])[CH:5]=1.Cl[CH:20]1[C:29]2[C:24](=[CH:25][CH:26]=[CH:27][CH:28]=2)[O:23][CH2:22][CH2:21]1>CN(C)C=O>[O:23]1[C:24]2[C:29](=[CH:28][CH:27]=[CH:26][CH:25]=2)[CH:20]([O:3][C:4]2[C:12]3[N:11]=[C:10]([CH3:13])[N:9]([CH3:14])[C:8]=3[CH:7]=[C:6]([C:15]([O:17][CH3:18])=[O:16])[CH:5]=2)[CH2:21][CH2:22]1 |f:0.1|. Procedure: To a suspension of sodium hydride (60% dispersion in mineral oil, 0.71 g, 18 mmol) in N,N-dimethylformamide (40 mL) was added a suspension of methyl 4-hydroxy-1,2-dimethyl-1H-benzimidazole-6-carboxylate (3.0 g, 14 mmol, WO 2004054984) in N,N-dimethylformamide (40 mL) dropwise under nitrogen atmosphere at room temperature. After stirring for 20 minutes, a solution of 4-chlorochromane (4.6 g, 27 mmol, WO 2000078751) in N,N-dimethylformamide (10 mL) was added at room temperature. The reaction mixtu... Reactants: CC(C)(C)N, CCO, COc1ccc(OCC2CO2)c(C2Sc3ccccc3NC2=O)c1. Reaction SMILES: [CH3:25][C:26]([CH3:27])([CH3:28])[NH2:29].[CH3:30][CH2:31][OH:32].[O:1]1[CH:2]([CH2:3][O:4][c:5]2[c:6]([CH:13]3[S:14][c:15]4[c:16]([cH:20][cH:21][cH:22][cH:23]4)[NH:17][C:18]3=[O:19])[cH:7][c:8]([O:11][CH3:12])[cH:9][cH:10]2)[CH2:24]1>>[OH:1][CH:2]([CH2:3][O:4][c:5]1[c:6]([CH:13]2[S:14][c:15]3[c:16]([cH:20][cH:21][cH:22][cH:23]3)[NH:17][C:18]2=[O:19])[cH:7][c:8]([O:11][CH3:12])[cH:9][cH:10]1)[CH2:24][NH:29][C:26]([CH3:25])([CH3:27])[CH3:28]. Yields the product COc1ccc(OCC(O)CNC(C)(C)C)c(C2Sc3ccccc3NC2=O)c1. The reactants are c1c(ccc(c1B(O)O)O)Cl, c1cnc(cc1Br)N. Reagents/catalysts: c1ccc(cc1)-c2c3ccccc3cc4ccccc24 (9-Phenylanthracene), [F-].[Cs+] (CsF), O (water), [Pd].C(P(C(C)(C)C)C(C)(C)C)(C)(C)C.C(P(C(C)(C)C)C(C)(C)C)(C)(C)C (Pd(P(tBu)3)2). The solvent is C1CCOC1 (THF). Run at temperature 100 celsius, time 18 hour. Yields the product Nc1cc(ccn1)c2cc(Cl)ccc2O. As a reaction SMILES: [NH2:1][c:2]1[n:7][cH:6][cH:5][c:4](Br)[cH:3]1.OB([c:8]1[c:14]([OH:15])[cH:13][cH:12][c:10]([Cl:11])[cH:9]1)O>>[NH2:1][c:2]1[n:7][cH:6][cH:5][c:4]([c:8]2[c:14]([OH:15])[cH:13][cH:12][c:10]([Cl:11])[cH:9]2)[cH:3]1. Starting materials: ClC1=CC=C2CCC3(CNCC3)C2=C1 (6-chloro-2,3-dihydrospiro[indene-1,3′-pyrrolidine]), C(=O)([O-])[O-].[K+].[K+] (K2CO3), [I-].[Na+] (sodium iodide), ClCCCSC=1N(C(=NN1)C1=C(N=C(S1)C)C)C (5-(5-(3-chloropropylthio)-4-methyl-4H-1,2,4-triazol-3-yl)-2,4-dimethylthiazole). Run in CN1CCCC1=O (NMP), O (water). Reaction conditions: temperature 70 celsius, time 8 hour. Product: Cl.ClC1=CC=C2CCC3(CN(CC3)CCCSC=3N(C(=NN3)C3=C(N=C(S3)C)C)C)C2=C1 (5-(5-(3-(6-chloro-2,3-dihydrospiro[indene-1,3′-pyrrolidine]-1′-yl)propylthio)-4-methyl-4H-1,2,4-triazol-3-yl)-2,4-dimethylthiazole hydrochloride). Reaction SMILES: [Cl:1][C:2]1[CH:14]=[C:13]2[C:5]([CH2:6][CH2:7][C:8]32[CH2:12][CH2:11][NH:10][CH2:9]3)=[CH:4][CH:3]=1.C([O-])([O-])=O.[K+].[K+].[I-].[Na+].Cl[CH2:24][CH2:25][CH2:26][S:27][C:28]1[N:29]([CH3:40])[C:30]([C:33]2[S:37][C:36]([CH3:38])=[N:35][C:34]=2[CH3:39])=[N:31][N:32]=1>CN1C(=O)CCC1.O>[ClH:1].[Cl:1][C:2]1[CH:14]=[C:13]2[C:5]([CH2:6][CH2:7][C:8]32[CH2:12][CH2:11][N:10]([CH2:24][CH2:25][CH2:26][S:27][C:28]2[N:29]([CH3:40])[C:30]([C:33]4[S:37][C:36]([CH3:38])=[N:35][C:34]=4[CH3:39])=[N:31][N:32]=2)[CH2:9]3)=[CH:4][CH:3]=1 |f:1.2.3,4.5,9.10|. Reported procedure: The mixture of 6-chloro-2,3-dihydrospiro[indene-1,3′-pyrrolidine] (Prep47, 100 mg, 0.37 mmol), K2CO3 (110 mg, 0.8 mmol), sodium iodide (80 mg, 0.53 mmol), and 5-(5-(3-chloropropylthio)-4-methyl-4H-1,2,4-triazol-3-yl)-2,4-dimethylthiazole (Prep28, 80 mg, 0.28 mmol) in NMP (4 ml) was warmed to 70° C. The mixture was stirred at 70° C. overnight. The mixture diluted with water (20 ml), extracted with EA (10 ml). The organic layers were combined and washed with Sat. NaHCO3, Sat. brine and dried over ... Starting materials: S(=O)([O-])[O-].[Na+].[Na+] (Sodium sulphite), ClS(=O)(=O)C=1C=C(C(=O)O)C=CC1F (3-chlorosulfonyl-4-fluoro-benzoic acid), [OH-].[Na+] (sodium hydroxide). Run in O (water). Reaction conditions: time 8 hour. The product is FC1=C(C=C(C(=O)O)C=C1)S(=O)O (4-Fluoro-3-sulfino-benzoic acid). As a reaction SMILES: S([O-])([O-])=O.[Na+].[Na+].Cl[S:8]([C:11]1[CH:12]=[C:13]([CH:17]=[CH:18][C:19]=1[F:20])[C:14]([OH:16])=[O:15])(=[O:10])=[O:9].[OH-].[Na+]>O>[F:20][C:19]1[CH:18]=[CH:17][C:13]([C:14]([OH:16])=[O:15])=[CH:12][C:11]=1[S:8]([OH:10])=[O:9] |f:0.1.2,4.5|. Reported procedure: Sodium sulphite (130 g, 1.034 mol) was added slowly to a solution of 3-chlorosulfonyl-4-fluoro-benzoic acid (49.39 g, 0.207 mol) in water (150 ml) at 0° C. with a vigorous stirring. After the addition was completed the reaction was warmed back to room temperature for 1 hour and the pH of the solution was kept around pH 6-7 with 2N sodium hydroxide solution. The white milky suspension was filtered and the solid washed with 2N sodium hydroxide solution (150 ml) and then water (100 ml). The filtrat... Product: BrC=1C(=NC(=NC1C1=CC=CC=C1)N)Cl (5-bromo-4-chloro-6-phenyl-2-pyrimidinamine). Reaction SMILES: [Cl:1][C:2]1[CH:7]=[C:6]([C:8]2[CH:13]=[CH:12][CH:11]=[CH:10][CH:9]=2)[N:5]=[C:4]([NH2:14])[N:3]=1.[Br:15]Br>C(O)(=O)C>[Br:15][C:7]1[C:2]([Cl:1])=[N:3][C:4]([NH2:14])=[N:5][C:6]=1[C:8]1[CH:13]=[CH:12][CH:11]=[CH:10][CH:9]=1. The reactants are ClC1=NC(=NC(=C1)C1=CC=CC=C1)N (4-chloro-6-phenyl-2-pyrimidinamine), BrBr (bromine). Procedure details: To 1.5 g (7.3 mM) of 4-chloro-6-phenyl-2-pyrimidinamine is added 75 ml of glacial acetic acid. This mixture is stirred to dissolve and 0.44 ml of bromine is added. The reaction is stirred at ambient temperature for 24 hours. The solution is evaporated to dryness under vacuum to yield 1.75 g of 5-bromo-4-chloro-6-phenyl-2-pyrimidinamine. The solvent is C(C)(=O)O (acetic acid). The reactants are C(C)OCC=1N(C2=C(C=NC=3C=CC=CC23)N1)CCC(=O)OCC (ethyl 3-(2-ethoxymethyl-1H-imidazo[4,5-c]quinolin-1-yl)propanoate), N1CCOCC1 (morpholine). Run at temperature 110 celsius. Product: C(C)OCC=1N(C2=C(C=NC=3C=CC=CC23)N1)CCC(=O)N1CCOCC1 (2-(ethoxymethyl)-1-(3-morpholin-4-yl-3-oxopropyl)-1H-imidazo[4,5-c]quinoline). The yield is 92.3%. Reaction SMILES: [CH2:1]([O:3][CH2:4][C:5]1[N:6]([CH2:18][CH2:19][C:20](OCC)=[O:21])[C:7]2[C:16]3[CH:15]=[CH:14][CH:13]=[CH:12][C:11]=3[N:10]=[CH:9][C:8]=2[N:17]=1)[CH3:2].[NH:25]1[CH2:30][CH2:29][O:28][CH2:27][CH2:26]1>>[CH2:1]([O:3][CH2:4][C:5]1[N:6]([CH2:18][CH2:19][C:20]([N:25]2[CH2:30][CH2:29][O:28][CH2:27][CH2:26]2)=[O:21])[C:7]2[C:16]3[CH:15]=[CH:14][CH:13]=[CH:12][C:11]=3[N:10]=[CH:9][C:8]=2[N:17]=1)[CH3:2]. Reported procedure: A solution of ethyl 3-(2-ethoxymethyl-1H-imidazo[4,5-c]quinolin-1-yl)propanoate (5.0 g, 15 mmol) and morpholine (10 mL, 100 mmol) was heated overnight in a high-pressure vessel at 90° C. An analysis by HPLC indicated the reaction was incomplete. The reaction was then heated overnight in a high-pressure vessel at 110° C., allowed to cool to ambient temperature, and concentrated under reduced pressure to provide 5.1 g of 2-(ethoxymethyl)-1-(3-morpholin-4-yl-3-oxopropyl)-1H-imidazo[4,5-c]quinoline. Reactants: CCO, CNc1n[nH]c2ccc([N+](=O)[O-])cc12, N, O=S(=O)([O-])[O-], O. Yields the product CNc1n[nH]c2ccc(N)cc12. RXN SMILES: [CH3:15][CH2:16][OH:17].[CH3:1][NH:2][c:3]1[n:4][nH:5][c:6]2[cH:7][cH:8][c:9]([N+:12]([O-:13])=[O:14])[cH:10][c:11]12.[NH3:23].[O-:18][S:19](=[O:20])(=[O:21])[O-:22].[OH2:24]>>[CH3:1][NH:2][c:3]1[n:4][nH:5][c:6]2[cH:7][cH:8][c:9]([NH2:12])[cH:10][c:11]12. The reactants are ClCC1=NC(=NC=C1)SC (4-(chloromethyl)-2-(methylthio)pyrimidine), C(C)(C)(C)C1=CC=C(C=C1)N1C(NC(C1=O)(C)C)=O (3-(4-tert-butylphenyl)-5,5-dimethyl-imidazolidine-2,4-dione), [H-].[Na+] (sodium hydride). Run in O1CCCC1 (tetrahydrofuran), O1CCCC1 (tetrahydrofuran), O1CCCC1 (tetrahydrofuran). The product is C(C)(C)(C)C1=CC=C(C=C1)N1C(N(C(C1=O)(C)C)CC1=NC(=NC=C1)SC)=O (3-(4-tert-butylphenyl)-5,5-dimethyl-1-{[2-(methylthio)pyrimidin-4-yl]methyl}imidazolidine-2,4-dione). The yield is 85.6%. As a reaction SMILES: [H-].[Na+].[C:3]([C:7]1[CH:12]=[CH:11][C:10]([N:13]2[C:17](=[O:18])[C:16]([CH3:20])([CH3:19])[NH:15][C:14]2=[O:21])=[CH:9][CH:8]=1)([CH3:6])([CH3:5])[CH3:4].Cl[CH2:23][C:24]1[CH:29]=[CH:28][N:27]=[C:26]([S:30][CH3:31])[N:25]=1>O1CCCC1>[C:3]([C:7]1[CH:8]=[CH:9][C:10]([N:13]2[C:17](=[O:18])[C:16]([CH3:20])([CH3:19])[N:15]([CH2:23][C:24]3[CH:29]=[CH:28][N:27]=[C:26]([S:30][CH3:31])[N:25]=3)[C:14]2=[O:21])=[CH:11][CH:12]=1)([CH3:6])([CH3:4])[CH3:5] |f:0.1|. Reported procedure: To a suspension of 1.74 g of sodium hydride (60%) in 70 mL of tetrahydrofuran are successively added, dropwise under an inert atmosphere of argon, a solution of 4.52 g of 3-(4-tert-butylphenyl)-5,5-dimethyl-imidazolidine-2,4-dione obtained in stage c) in 25 mL of tetrahydrofuran, followed by a solution of 5.14 g of 4-(chloromethyl)-2-(methylthio)pyrimidine in 50 mL of tetrahydrofuran. After addition, the reaction mixture is refluxed for 48 hours, cooled to room temperature and poured into distil...